describe an organic reaction: reactants, conditions, products, and yield From a dataset of the Open Reaction Database (ORD), a public repository of structured organic reaction records. Starting materials: ClC=1C=CC=2C(C3=CC=CC(=C3OC2C1)OC)=O (3-chloro-5-methoxyxanthone), B(Br)(Br)Br (boron tribromide), O (water). Run in ClCCl (dichloromethane). Reaction conditions: time 24 hour. Product: ClC=1C=CC=2C(C3=CC=CC(=C3OC2C1)O)=O (3-chloro-5-hydroxyxanthone). As a reaction SMILES: [Cl:1][C:2]1[CH:3]=[CH:4][C:5]2[C:6](=[O:18])[C:7]3[C:12]([O:13][C:14]=2[CH:15]=1)=[C:11]([O:16]C)[CH:10]=[CH:9][CH:8]=3.B(Br)(Br)Br.O>ClCCl>[Cl:1][C:2]1[CH:3]=[CH:4][C:5]2[C:6](=[O:18])[C:7]3[C:12]([O:13][C:14]=2[CH:15]=1)=[C:11]([OH:16])[CH:10]=[CH:9][CH:8]=3. Procedure details: To a solution of 3-chloro-5-methoxyxanthone (12.5 g.) [see Examples 32 and 33] in dry dichloromethane at 0° C. is slowly added boron tribromide (24 ml.). The mixture is stirred at room temperature for 24 hours, then poured into water. The resulting precipitate if filtered off and dried to give 3-chloro-5-hydroxyxanthone which is used without further purification.